From a dataset of the Open Reaction Database (ORD), a public repository of structured organic reaction records. describe an organic reaction: reactants, conditions, products, and yield The reactants are C(C)OC(=O)C1=NN(C=2CCCCC12)CC1=CC=CC=C1 (4,5,6,7-Tetrahydro-1-Benzyl-1H-indazole-3-carboxylic acid ethyl ester), solution, [H-].[H-].[H-].[H-].[Li+].[Al+3] (LiAlH4). The solvent is C1CCOC1 (THF), C1CCOC1 (THF). Reaction conditions: time 30 minute. Yields the product C(C1=CC=CC=C1)N1N=C(C=2CCCCC12)CO ((4,5,6,7-Tetrahydro-1-benzyl-1H-indazol-3-yl) methanol). The yield is 86.8%. Reaction SMILES: C([O:3][C:4]([C:6]1[C:14]2[CH2:13][CH2:12][CH2:11][CH2:10][C:9]=2[N:8]([CH2:15][C:16]2[CH:21]=[CH:20][CH:19]=[CH:18][CH:17]=2)[N:7]=1)=O)C.[H-].[H-].[H-].[H-].[Li+].[Al+3]>C1COCC1>[CH2:15]([N:8]1[C:9]2[CH2:10][CH2:11][CH2:12][CH2:13][C:14]=2[C:6]([CH2:4][OH:3])=[N:7]1)[C:16]1[CH:17]=[CH:18][CH:19]=[CH:20][CH:21]=1 |f:1.2.3.4.5.6|. Reported procedure: To a stirring solution of 1.0 g (3.52 mmol) of 4,5,6,7-Tetrahydro-1-Benzyl-1H-indazole-3-carboxylic acid ethyl ester, prepared as in Part A, in 15 mL of THF at 0° C. is added dropwise over 5 min a solution of 5.3 mL (5.3 mmol, 1.5 equiv) of a 1.0M solution of LiAlH4 in THF. The resulting solution is stirred at RT for 30 min then heated to 50° C. for 1 h. The reaction mixture is cooled to 0° C. and worked up by carefully quenching first with 0.22 mL of H2O, then 0.22 mL of 15% NaOH, then 0.66 mL ... The reactants are C1COCCN1, Nc1cc(Cl)ccc1[N+](=O)[O-], CN(C)C=O. The product is Nc1cc(N2CCOCC2)ccc1[N+](=O)[O-]. Reaction SMILES: [CH2:1]1[CH2:2][O:3][CH2:4][CH2:5][NH:6]1.[Cl:7][c:8]1[cH:9][cH:10][c:11]([N+:15](=[O:16])[O-:17])[c:12]([NH2:13])[cH:14]1.[O:18]=[CH:19][N:20]([CH3:21])[CH3:22]>>[CH2:1]1[CH2:2][O:3][CH2:4][CH2:5][N:6]1[c:8]1[cH:9][cH:10][c:11]([N+:15](=[O:16])[O-:17])[c:12]([NH2:13])[cH:14]1. Starting materials: C1CCOC1, O=S(=O)(Cl)c1cc2cc(Cl)ccc2s1, N. Yields the product NS(=O)(=O)c1cc2cc(Cl)ccc2s1. Reaction SMILES: [CH2:16]1[O:17][CH2:18][CH2:19][CH2:20]1.[Cl:1][c:2]1[cH:3][c:4]2[c:5]([s:6][c:7]([S:9](=[O:10])(=[O:11])[Cl:12])[cH:8]2)[cH:13][cH:14]1.[NH3:15]>>[Cl:1][c:2]1[cH:3][c:4]2[c:5]([s:6][c:7]([S:9](=[O:10])(=[O:11])[NH2:15])[cH:8]2)[cH:13][cH:14]1. Reactants: NC1=C(C=NN1C1=NC=C(C=C1Cl)Cl)C(=O)O (5-amino-1-(3,5-dichloropyrid-2-yl)-pyrazole-4-carboxylic acid), Cl (hydrochloric acid), C(C)(C)O (isopropanol). The solvent is O (water). Yields the product NC1=CC=NN1C1=NC=C(C=C1Cl)Cl (5-amino-1-(3,5-dichloropyrid-2-yl)-pyrazole). Yield: 92.4%. RXN SMILES: [NH2:1][C:2]1[N:6]([C:7]2[C:12]([Cl:13])=[CH:11][C:10]([Cl:14])=[CH:9][N:8]=2)[N:5]=[CH:4][C:3]=1C(O)=O.Cl.C(O)(C)C>O>[NH2:1][C:2]1[N:6]([C:7]2[C:12]([Cl:13])=[CH:11][C:10]([Cl:14])=[CH:9][N:8]=2)[N:5]=[CH:4][CH:3]=1. Procedure: 16.5 g (0.06 mole) of 5-amino-1-(3,5-dichloropyrid-2-yl)-pyrazole-4-carboxylic acid are slowly heated to 80° C. in a mixture of 150 ml of water, 75 ml of concentrated hydrochloric acid and 20 ml of isopropanol and the reaction mixture is stirred at this temperature until the evolution of gas has ended. The clear solution formed is evaporated to dryness, the residue is suspended in methylene chloride, the suspension is neutralized with aqueous sodium carbonate solution, the organic phase is separ...